This data is from the Open Reaction Database (ORD), a public repository of structured organic reaction records. The task is: describe an organic reaction: reactants, conditions, products, and yield Starting materials: Br, CC(=O)O, COc1ccc2nc(Nc3c(Cl)cccc3Cl)[nH]c2c1, Cl. Product: Br, Oc1ccc2nc(Nc3c(Cl)cccc3Cl)[nH]c2c1. Reaction SMILES: [BrH:22].[CH3:23][C:24](=[O:25])[OH:26].[Cl:2][c:3]1[c:4]([NH:10][c:11]2[nH:12][c:13]3[c:14]([n:15]2)[cH:16][cH:17][c:18]([O:20][CH3:21])[cH:19]3)[c:5]([Cl:9])[cH:6][cH:7][cH:8]1.[ClH:1]>>[BrH:22].[Cl:2][c:3]1[c:4]([NH:10][c:11]2[nH:12][c:13]3[c:14]([n:15]2)[cH:16][cH:17][c:18]([OH:20])[cH:19]3)[c:5]([Cl:9])[cH:6][cH:7][cH:8]1. Solvent: CC#N (CH3CN), CCN(C(C)C)C(C)C (DIPEA). Product: N1=C(C=CC=C1)CN(CC(=O)O)CCCCCCCCNC(=S)NC1=CC=C(C=C1)S(N)(=O)=O (2-((pyridin-2-ylmethyl)(8-(3-(4-sulfamoylphenyl)thioureido)octyl)amino)acetic acid). Reactants: NCCCCCCCCN(CC(=O)O)CC1=NC=CC=C1 (2-((8-aminooctyl)(pyridin-2-ylmethyl)amino)acetic acid), N(=C=S)C1=CC=C(C=C1)S(=O)(=O)N (4-isothiocyanatobenzenesulfonamide). Reported procedure: 2-((pyridin-2-ylmethyl)(8-(3-(4-sulfamoylphenyl)thioureido)octyl)amino)acetic acid. A solution of tert-butyl 2-((8-(tert-butoxycarbonylamino)octyl)(pyridin-2-ylmethyl)amino)acetate (0.449 g, 1.0 mmol) in DCM (4 mL) and TFA (4.0 mL) was stirred at room temperature for overnight. The solvent was evaporated to afford 2-((8-aminooctyl)(pyridin-2-ylmethyl)amino)acetic acid. A solution of the above product 2-((8-aminooctyl)(pyridin-2-ylmethyl)amino)acetic acid, 4-isothiocyanatobenzenesulfonamide (0.27... RXN SMILES: [NH2:1][CH2:2][CH2:3][CH2:4][CH2:5][CH2:6][CH2:7][CH2:8][CH2:9][N:10]([CH2:15][C:16]1[CH:21]=[CH:20][CH:19]=[CH:18][N:17]=1)[CH2:11][C:12]([OH:14])=[O:13].[N:22]([C:25]1[CH:30]=[CH:29][C:28]([S:31]([NH2:34])(=[O:33])=[O:32])=[CH:27][CH:26]=1)=[C:23]=[S:24]>CC#N.CCN(C(C)C)C(C)C>[N:17]1[CH:18]=[CH:19][CH:20]=[CH:21][C:16]=1[CH2:15][N:10]([CH2:9][CH2:8][CH2:7][CH2:6][CH2:5][CH2:4][CH2:3][CH2:2][NH:1][C:23]([NH:22][C:25]1[CH:26]=[CH:27][C:28]([S:31](=[O:33])(=[O:32])[NH2:34])=[CH:29][CH:30]=1)=[S:24])[CH2:11][C:12]([OH:14])=[O:13]. The reactants are BrCCCCOC=1C=C2C=CC(NC2=CC1)=O (6-(4-bromobutoxy)-carbostyril), C(C)(C)(C)C1=CC=C(C=C1)S (4-tert. butylthiophenol). The product is C(C)(C)(C)C1=CC=C(C=C1)SCCCCOC=1C=C2C=CC(NC2=CC1)=O (6-[4-(4-tert. Butylphenyl-mercapto)-butoxy]-carbostyril). Reaction SMILES: Br[CH2:2][CH2:3][CH2:4][CH2:5][O:6][C:7]1[CH:8]=[C:9]2[C:14](=[CH:15][CH:16]=1)[NH:13][C:12](=[O:17])[CH:11]=[CH:10]2.[C:18]([C:22]1[CH:27]=[CH:26][C:25]([SH:28])=[CH:24][CH:23]=1)([CH3:21])([CH3:20])[CH3:19]>>[C:18]([C:22]1[CH:23]=[CH:24][C:25]([S:28][CH2:2][CH2:3][CH2:4][CH2:5][O:6][C:7]2[CH:8]=[C:9]3[C:14](=[CH:15][CH:16]=2)[NH:13][C:12](=[O:17])[CH:11]=[CH:10]3)=[CH:26][CH:27]=1)([CH3:21])([CH3:19])[CH3:20]. Procedure details: Prepared analogous to Example 122 from 6-(4-bromobutoxy)-carbostyril (m.p. 198°-199° C.) and 4-tert. butylthiophenol. RXN SMILES: [BrH:1].[C:18]([O:19][CH2:20][c:21]1[cH:22][cH:23][cH:24][cH:25][cH:26]1)(=[O:27])[Cl:28].[Na+:30].[O:13]1[CH2:14][CH2:15][CH2:16][CH2:17]1.[OH-:29].[OH:2][c:3]1[cH:4][cH:5][c:6]2[c:11]([cH:12]1)[CH2:10][NH:9][CH2:8][CH2:7]2>>[OH:2][c:3]1[cH:4][cH:5][c:6]2[c:11]([cH:12]1)[CH2:10][N:9]([C:18]([O:19][CH2:20][c:21]1[cH:22][cH:23][cH:24][cH:25][cH:26]1)=[O:27])[CH2:8][CH2:7]2. Yields the product O=C(OCc1ccccc1)N1CCc2ccc(O)cc2C1. Reactants: Br, O=C(Cl)OCc1ccccc1, [Na+], C1CCOC1, [OH-], Oc1ccc2c(c1)CNCC2. The reactants are O[C@H]1[C@@H](CCC1)OC1=C(C=C(C(=O)OC)C=C1)OC (methyl 4-[(1R,2R)-2-hydroxycyclopentoxy]-3-methoxy-benzoate), [Li+].[OH-] (LiOH). Procedure: A solution of methyl 4-[(1R,2R)-2-hydroxycyclopentoxy]-3-methoxy-benzoate (2.8 g, 11 mmol) and LiOH (21 mL of 2.0 M, 42 mmol) in dioxane (20 mL) was stirred at 50° C. overnight. The mixture was diluted with ethyl acetate and was washed with water. The aqueous layer was acidified with 1N HCl and the product was extracted into ethyl acetate. The organics were dried over sodium sulfate, filtered and evaporated to give 4-((1R,2R)-2-hydroxycyclopentyloxy)-3-methoxybenzoic acid. ESI-MS m/z calc. 252.1... RXN SMILES: [OH:1][C@@H:2]1[CH2:6][CH2:5][CH2:4][C@H:3]1[O:7][C:8]1[CH:17]=[CH:16][C:11]([C:12]([O:14]C)=[O:13])=[CH:10][C:9]=1[O:18][CH3:19].[Li+].[OH-]>O1CCOCC1.C(OCC)(=O)C>[OH:1][C@@H:2]1[CH2:6][CH2:5][CH2:4][C@H:3]1[O:7][C:8]1[CH:17]=[CH:16][C:11]([C:12]([OH:14])=[O:13])=[CH:10][C:9]=1[O:18][CH3:19] |f:1.2|. Product: O[C@H]1[C@@H](CCC1)OC1=C(C=C(C(=O)O)C=C1)OC (4-((1R,2R)-2-hydroxycyclopentyloxy)-3-methoxybenzoic acid). Solvent: O1CCOCC1 (dioxane), C(C)(=O)OCC (ethyl acetate). Starting materials: S(=O)(=O)(N)N (sulfamide), [H-].[Na+] (NaH), Cl (HCl), BrCCCOCC1=CC=CC=C1 ((3-bromo-propoxymethyl)-benzene). The solvent is CN(C)C=O (DMF). Run at temperature 50 celsius, time 18 hour. Yields the product C(C1=CC=CC=C1)OCCCNS(=O)(=O)N (3-benzyloxypropylsulfamide). Yield: 25.6%. Reaction SMILES: [S:1]([NH2:5])([NH2:4])(=[O:3])=[O:2].[H-].[Na+].Br[CH2:9][CH2:10][CH2:11][O:12][CH2:13][C:14]1[CH:19]=[CH:18][CH:17]=[CH:16][CH:15]=1.Cl>CN(C=O)C>[CH2:13]([O:12][CH2:11][CH2:10][CH2:9][NH:4][S:1]([NH2:5])(=[O:3])=[O:2])[C:14]1[CH:19]=[CH:18][CH:17]=[CH:16][CH:15]=1 |f:1.2|. Procedure: To a solution of sulfamide (1.0 g, 10.4 mmol) in dry DMF (50 mL) is added NaH (416 mg 60% dispersion in mineral oil, 10.4 mmol) in portions. After the evolution of gas has stopped, (3-bromo-propoxymethyl)-benzene (2.38 g, 10.4 mmol) is added and the reaction mixture is stirred at 50° C. for 18 h. The suspension is cooled to rt, neutralized with 1N aq. HCl (5 mL) and concentrated. The solid residue is suspended in acetone and filtered. The filtrate is evaporated and the residue is purified by col... The reactants are C1CCNCC1, COc1cc([N+](=O)[O-])ccc1C(=O)O, CCOC(C)=O, CC#N, ClCCl, [Na+], O=C([O-])O, O. The product is COc1cc([N+](=O)[O-])ccc1C(=O)N1CCCCC1. As a reaction SMILES: [CH2:15]1[CH2:16][CH2:17][NH:18][CH2:19][CH2:20]1.[CH3:1][O:2][c:3]1[c:4]([C:5](=[O:6])[OH:7])[cH:8][cH:9][c:10]([N+:12](=[O:13])[O-:14])[cH:11]1.[CH3:21][CH2:22][O:23][C:24]([CH3:25])=[O:26].[CH3:32][C:33]#[N:34].[Cl:35][CH2:36][Cl:37].[Na+:31].[O-:27][C:28]([OH:29])=[O:30].[OH2:38]>>[CH3:1][O:2][c:3]1[c:4]([C:5](=[O:7])[N:18]2[CH2:17][CH2:16][CH2:15][CH2:20][CH2:19]2)[cH:8][cH:9][c:10]([N+:12](=[O:13])[O-:14])[cH:11]1.